From a dataset of the Open Reaction Database (ORD), a public repository of structured organic reaction records. describe an organic reaction: reactants, conditions, products, and yield Reactants: C1(CCCCC1)CCC[C@H](CC(=O)O)C1=NC(=NO1)C ((3R)-6-cyclohexyl-3-(3-methyl-1,2,4-oxadiazol-5-yl)hexanoic acid), C(=O)(N1C=NC=C1)N1C=NC=C1 (1,1′-carbonyldiimidazole), Cl.NO (Hydroxylamine hydrochloride). The solvent is O1CCCC1 (tetrahydrofuran). Conditions: time 20 minute. Yields the product C1(CCCCC1)CCC[C@H](CC(=O)NO)C1=NC(=NO1)C ((3R)-6-Cyclohexyl-N-hydroxy-3-(3-methyl-1,2,4-oxadiazol-5-yl)hexanamide). The yield is 45.5%. As a reaction SMILES: [CH:1]1([CH2:7][CH2:8][CH2:9][C@@H:10]([C:15]2[O:19][N:18]=[C:17]([CH3:20])[N:16]=2)[CH2:11][C:12](O)=[O:13])[CH2:6][CH2:5][CH2:4][CH2:3][CH2:2]1.C(N1C=CN=C1)(N1C=CN=C1)=O.Cl.[NH2:34][OH:35]>O1CCCC1>[CH:1]1([CH2:7][CH2:8][CH2:9][C@@H:10]([C:15]2[O:19][N:18]=[C:17]([CH3:20])[N:16]=2)[CH2:11][C:12]([NH:34][OH:35])=[O:13])[CH2:6][CH2:5][CH2:4][CH2:3][CH2:2]1 |f:2.3|. Procedure: A solution of (3R)-6-cyclohexyl-3-(3-methyl-1,2,4-oxadiazol-5-yl)hexanoic acid (Preparation 45) (170 mg, 0.61 mmol) in anhydrous tetrahydrofuran (2 ml) was treated with 1,1′-carbonyldiimidazole (98 mg, 0.61 mmol) and the mixture stirred at room temperature under a nitrogen atmosphere for 20 minutes. Hydroxylamine hydrochloride (42 mg, 0.61 mmol) was then added and the mixture stirred for 18 hours. The solvent was removed under reduced pressure and the residue partitioned between hydrochloric aci... Product: N#Cc1cc(Oc2cc(F)cc(F)c2)ccc1N. Starting materials: N#Cc1cc(Oc2cc(F)cc(F)c2)ccc1[N+](=O)[O-], C1COCCO1. Reaction SMILES: [F:1][c:2]1[cH:3][c:4]([O:5][c:6]2[cH:7][cH:8][c:9]([N+:14]([O-:15])=[O:16])[c:10]([C:11]#[N:12])[cH:13]2)[cH:17][c:18]([F:20])[cH:19]1.[O:21]1[CH2:22][CH2:23][O:24][CH2:25][CH2:26]1>>[F:1][c:2]1[cH:3][c:4]([O:5][c:6]2[cH:7][cH:8][c:9]([NH2:14])[c:10]([C:11]#[N:12])[cH:13]2)[cH:17][c:18]([F:20])[cH:19]1. The reactants are CCO, CC(=O)O, CSCCC(NC(=O)c1ccc(C(=O)N2CCCC2)c(C)c1)c1nc2cc(Cl)ccc2[nH]1, ClCCl, Cl, O=C(OO)c1cccc(Cl)c1. Yields the product Cc1cc(C(=O)NC(CCS(C)=O)c2nc3cc(Cl)ccc3[nH]2)ccc1C(=O)N1CCCC1. RXN SMILES: [CH2:44]([OH:45])[CH3:46].[CH3:51][C:52](=[O:53])[OH:54].[Cl:1][c:2]1[cH:3][c:4]2[c:5]([nH:6][c:7]([CH:9]([CH2:10][CH2:11][S:12][CH3:13])[NH:14][C:15]([c:16]3[cH:17][c:18]([CH3:29])[c:19]([C:22](=[O:23])[N:24]4[CH2:25][CH2:26][CH2:27][CH2:28]4)[cH:20][cH:21]3)=[O:30])[n:8]2)[cH:31][cH:32]1.[Cl:47][CH2:48][Cl:49].[Cl:50].[OH:33][O:34][C:35]([c:36]1[cH:37][c:38]([Cl:39])[cH:40][cH:41][cH:42]1)=[O:43]>>[Cl:1][c:2]1[cH:3][c:4]2[c:5]([nH:6][c:7]([CH:9]([CH2:10][CH2:11][S:12]([CH3:13])=[O:33])[NH:14][C:15]([c:16]3[cH:17][c:18]([CH3:29])[c:19]([C:22](=[O:23])[N:24]4[CH2:25][CH2:26][CH2:27][CH2:28]4)[cH:20][cH:21]3)=[O:30])[n:8]2)[cH:31][cH:32]1. Reactants: 20, ClC(C(=O)Cl)C (2-chloro propionic chloride), C(CC1=CC=CC=C1)[Mg]Br (phenethylmagnesium bromide). Run in O1CCCC1 (tetrahydrofuran), O1CCCC1 (THF). Yields the product ClC(C(CCC1=CC=CC=C1)=O)C (4-chloro-1-phenyl-pentan-3-one). Reaction SMILES: [Cl:1][CH:2]([CH3:6])[C:3](Cl)=[O:4].[CH2:7]([Mg]Br)[CH2:8][C:9]1[CH:14]=[CH:13][CH:12]=[CH:11][CH:10]=1>O1CCCC1>[Cl:1][CH:2]([CH3:6])[C:3](=[O:4])[CH2:7][CH2:8][C:9]1[CH:14]=[CH:13][CH:12]=[CH:11][CH:10]=1. Reported procedure: In two self assembled multi-injection microreactors having 2 to 6 reaction regions assembled from separate injection points, mixing zones and reaction zones (each reaction comprising one injection point, one mixing zone and one reaction zone), 2-chloro propionic chloride (13.5 wt %) in tetrahydrofuran (THF, 86.5 wt %) as flow A and phenethylmagnesium bromide (1 eq., 10 wt %) in THF (1 eq., 90 wt %) as flow B were reacted. The microreactors were placed in a bath at 20° C. Temperature adjustment o... Reactants: C1(=CC=CC=C1)CC(=O)N[C@@H](C(C)C)C(=O)O (N-(phenylacetyl) valine), CC(CO)CC (2-methylbutan-1-ol). Product: CC(COC([C@@H](NC(CC1=CC=CC=C1)=O)C(C)C)=O)CC (N-(phenylacetyl)valine 2-methylbutyl ester). RXN SMILES: [C:1]1([CH2:7][C:8]([NH:10][C@H:11]([C:15]([OH:17])=[O:16])[CH:12]([CH3:14])[CH3:13])=[O:9])[CH:6]=[CH:5][CH:4]=[CH:3][CH:2]=1.[CH3:18][CH:19]([CH2:22][CH3:23])[CH2:20]O>>[CH3:18][CH:19]([CH2:22][CH3:23])[CH2:20][O:16][C:15](=[O:17])[C@H:11]([CH:12]([CH3:13])[CH3:14])[NH:10][C:8](=[O:9])[CH2:7][C:1]1[CH:2]=[CH:3][CH:4]=[CH:5][CH:6]=1. Procedure details: Following General Procedure BC and using the N-(phenylacetyl) valine prepared in Step A above and 2-methylbutan-1-ol (Aldrich), the title compound was prepared as a diastereomeric mixture. The reaction was monitored by tlc on silica gel and purification was by filtration as described in the general procedure.